describe an organic reaction: reactants, conditions, products, and yield From a dataset of the Open Reaction Database (ORD), a public repository of structured organic reaction records. The reactants are CCO, [Cl-], [Fe], [NH4+], O, CC(=O)OC1CCCC(Nc2c([N+](=O)[O-])cnc3c2ccn3S(=O)(=O)c2ccccc2)C1. Yields the product CC(=O)OC1CCCC(Nc2c(N)cnc3c2ccn3S(=O)(=O)c2ccccc2)C1. Reaction SMILES: [CH3:36][CH2:37][OH:38].[Cl-:33].[Fe:39].[NH4+:34].[OH2:35].[c:1]1([S:7](=[O:8])(=[O:9])[n:10]2[cH:11][cH:12][c:13]3[c:14]2[n:15][cH:16][c:17]([N+:30]([O-:31])=[O:32])[c:18]3[NH:19][CH:20]2[CH2:21][CH:22]([O:26][C:27]([CH3:28])=[O:29])[CH2:23][CH2:24][CH2:25]2)[cH:2][cH:3][cH:4][cH:5][cH:6]1>>[c:1]1([S:7](=[O:8])(=[O:9])[n:10]2[cH:11][cH:12][c:13]3[c:14]2[n:15][cH:16][c:17]([NH2:30])[c:18]3[NH:19][CH:20]2[CH2:21][CH:22]([O:26][C:27]([CH3:28])=[O:29])[CH2:23][CH2:24][CH2:25]2)[cH:2][cH:3][cH:4][cH:5][cH:6]1. Reactants: NCC1CC(CCC1)CNC1=NC(=NC2=CC=C(C=C12)C=CC(=O)N(C)C)C=CC1=CC=C(C=C1)OCC1=CC=CC=C1 (3-{4-[(3-aminomethyl-cyclohexylmethyl)-amino]-2-[2-(4-benzyloxy-phenyl)-vinyl]-quinazolin-6-yl}-N,N-dimethyl-acrylamide), CC1=CC=C(C=C1)B(O)O (4-methylphenylboronic acid), CN(C)C=O (DMF), mixture, C(=O)(C(F)(F)F)O (TFA), CC1=CC=C(C=C1)C=1C=C2C=NC=NC2=CC1 (6-(4-methylphenyl)quinazoline). The reagents and catalysts are C=1C=CC(=CC1)[P](C=2C=CC=CC2)(C=3C=CC=CC3)[Pd]([P](C=4C=CC=CC4)(C=5C=CC=CC5)C=6C=CC=CC6)([P](C=7C=CC=CC7)(C=8C=CC=CC8)C=9C=CC=CC9)[P](C=1C=CC=CC1)(C=1C=CC=CC1)C=1C=CC=CC1 (Pd(PPh3)4). The solvent is ClCCl (dichloromethane), O (H2O). Conditions: time 24 hour. Product: NCC1CC(CCC1)CNC1=NC(=NC2=CC=C(C=C12)C1=CC=C(C=C1)C)C=CC1=CC=C(C=C1)OCC1=CC=CC=C1 ((3-aminomethyl-cyclohexylmethyl)-{2-[2-(4-benzyloxy-phenyl)-vinyl]-6-4-tolyl-quinazolin-4-yl}-amine). Reaction SMILES: NC[CH:3]1[CH2:8][CH2:7][CH2:6][CH:5]([CH2:9][NH:10][C:11]2[C:20]3[C:15](=CC=C(C=CC(N(C)C)=O)[CH:19]=3)[N:14]=[C:13]([CH:28]=[CH:29][C:30]3[CH:35]=[CH:34][C:33]([O:36][CH2:37]C4C=CC=CC=4)=[CH:32][CH:31]=3)[N:12]=2)[CH2:4]1.C[C:45]1[CH:50]=[CH:49][C:48](B(O)O)=[CH:47][CH:46]=1.[CH3:54][C:55]1[CH:60]=[CH:59][C:58]([C:61]2[CH:62]=[C:63]3C(=CC=2)N=CN=C3)=[CH:57][CH:56]=1.C(O)(C(F)(F)F)=O.[CH3:78][N:79](C=O)C>C1C=CC([P]([Pd]([P](C2C=CC=CC=2)(C2C=CC=CC=2)C2C=CC=CC=2)([P](C2C=CC=CC=2)(C2C=CC=CC=2)C2C=CC=CC=2)[P](C2C=CC=CC=2)(C2C=CC=CC=2)C2C=CC=CC=2)(C2C=CC=CC=2)C2C=CC=CC=2)=CC=1.ClCCl.O>[NH2:79][CH2:78][CH:3]1[CH2:8][CH2:7][CH2:6][CH:5]([CH2:9][NH:10][C:11]2[C:20]3[C:15](=[CH:63][CH:62]=[C:61]([C:58]4[CH:57]=[CH:56][C:55]([CH3:54])=[CH:60][CH:59]=4)[CH:19]=3)[N:14]=[C:13]([CH:28]=[CH:29][C:30]3[CH:35]=[CH:34][C:33]([O:36][CH2:37][C:45]4[CH:50]=[CH:49][CH:48]=[CH:47][CH:46]=4)=[CH:32][CH:31]=3)[N:12]=2)[CH2:4]1 |^1:86,88,107,126|. Reported procedure: Solid supported 6-iodoquinazoline (2) [synthesized according to example 5] (0.054 mmol, 0.54 mmol/g), 4-methylphenylboronic acid (0.5 mmol), Pd(PPh3)4 (20 mg), and 2 ml DMF are placed in a fritted polypropylene tube. The mixture is agitated at 80° got 24 h. After cooling to rt, the mixture is customary worked up for solid phase reactions. The solid supported 6-(4-methylphenyl)quinazoline and 2 ml of a mixture of H2O, TFA and dichloromethane (1:49:50) are placed in a fritted polypropylene tube. T...